This data is from the Open Reaction Database (ORD), a public repository of structured organic reaction records. The task is: describe an organic reaction: reactants, conditions, products, and yield Starting materials: CCOC(=O)CBr, C1CCOC1, COc1ccc2[nH]c(=O)oc2c1, CC#N, [H-], [Na+], O, O=C(O)C(F)(F)F. The product is CCOC(=O)Cn1c(=O)oc2cc(OC)ccc21. Reaction SMILES: [Br:15][CH2:16][C:17](=[O:18])[O:19][CH2:20][CH3:21].[CH2:29]1[O:30][CH2:31][CH2:32][CH2:33]1.[CH3:1][O:2][c:3]1[cH:4][c:5]2[c:6]([nH:7][c:8](=[O:10])[o:9]2)[cH:11][cH:12]1.[CH3:34][C:35]#[N:36].[H-:13].[Na+:14].[OH2:37].[OH:22][C:23]([C:24]([F:25])([F:26])[F:27])=[O:28]>>[CH3:1][O:2][c:3]1[cH:4][c:5]2[c:6]([n:7]([CH2:16][C:17](=[O:18])[O:19][CH2:20][CH3:21])[c:8](=[O:10])[o:9]2)[cH:11][cH:12]1. The reactants are C(C)(C)(C)OC(COC1=C(C=C(C=C1)Cl)Br)=O (tert-Butyl(2-bromo-4-chlorophenoxy)acetate), C(C)SC1=CC=C(C=C1)B(O)O (4-(ethylthio)phenylboronic acid), [F-].[Cs+] (cesium fluoride). Reaction SMILES: [C:1]([O:5][C:6](=[O:17])[CH2:7][O:8][C:9]1[CH:14]=[CH:13][C:12]([Cl:15])=[CH:11][C:10]=1Br)([CH3:4])([CH3:3])[CH3:2].[CH2:18]([S:20][C:21]1[CH:26]=[CH:25][C:24](B(O)O)=[CH:23][CH:22]=1)[CH3:19].[F-].[Cs+]>O1CCOCC1.C1C=CC(P(C2C=CC=CC=2)[C-]2C=CC=C2)=CC=1.C1C=CC(P(C2C=CC=CC=2)[C-]2C=CC=C2)=CC=1.Cl[Pd]Cl.[Fe+2]>[Cl:15][C:12]1[CH:13]=[CH:14][C:9]([O:8][CH2:7][C:6]([O:5][C:1]([CH3:4])([CH3:3])[CH3:2])=[O:17])=[C:10]([C:24]2[CH:25]=[CH:26][C:21]([S:20][CH2:18][CH3:19])=[CH:22][CH:23]=2)[CH:11]=1 |f:2.3,5.6.7.8|. The reagents and catalysts are C1=CC=C(C=C1)P([C-]2C=CC=C2)C3=CC=CC=C3.C1=CC=C(C=C1)P([C-]2C=CC=C2)C3=CC=CC=C3.Cl[Pd]Cl.[Fe+2] (Pd(dppf)Cl2). Solvent: O1CCOCC1 (dioxane). Procedure details: A mixture of the product from step (i) (2 g), 4-(ethylthio)phenylboronic acid (1.5 g), cesium fluoride (2 g) and Pd(dppf)Cl2 (0.2 g) in dioxane (40 ml) was heated under reflux for 3 h. After cooling the mixture was partitioned between diethylether and water. The organics were separated, dried and evaporated under reduced pressure. The residue was purified by chromatography on silica eluting with 5% EtOAc/iso-hexane. Yield 0.92 g Product: ClC=1C=CC(=C(C1)C1=CC=C(C=C1)SCC)OCC(=O)OC(C)(C)C (tert-Butyl {[5-chloro-4′-(ethylthio)biphenyl-2-yl]oxy}acetate). The reactants are C(C1=CC=CC=C1)N(CC)CCC1=CC=C(C=C1)NS(=O)(=O)C (N-Benzyl-N-ethyl-4-methanesulphonamidophenethylamine). Reagents/catalysts: [Pd] (Pd/C). Solvent: C(C)O (ethanol). Product: C(C)NCCC1=CC=C(C=C1)NS(=O)(=O)C (N-Ethyl-4-methanesulphonamidophenethylamine). Reaction SMILES: [CH2:1]([N:8]([CH2:11][CH2:12][C:13]1[CH:18]=[CH:17][C:16]([NH:19][S:20]([CH3:23])(=[O:22])=[O:21])=[CH:15][CH:14]=1)CC)[C:2]1C=CC=CC=1>C(O)C.[Pd]>[CH2:1]([NH:8][CH2:11][CH2:12][C:13]1[CH:18]=[CH:17][C:16]([NH:19][S:20]([CH3:23])(=[O:22])=[O:21])=[CH:15][CH:14]=1)[CH3:2]. Procedure: N-Benzyl-N-ethyl-4-methanesulphonamidophenethylamine (4.3 g, 12.9 mmole) was stirred under a hydrogen atmosphere (50 p.s.i. =344.7 kPa) in ethanol (50 ml) containing 10% Pd/C (0.5 g) for 5 hours. The mixture was then filtered, evaporated and the residue triturated with ether to give the title compound, yield 2.6 g, m.p. 125°-128°. Starting materials: NC1=C(C=C(C=C1)N1CCN(CCC1)C(=O)OC(C)(C)C)NS(=O)(=O)C (N-{2-amino-5-(4-t-butyloxycarbonyl-1,4-diazepan-1-yl)-phenyl}methanesulfonamide), C=1(C(=CC=CC1)S(=O)(=O)Cl)C (o-toluenesulfonylchloride). Product: Cl.N1(CCNCCC1)C1=CC(=C(C=C1)NS(=O)(=O)C1=C(C=CC=C1)C)NS(=O)(=O)C (N-{4-(1,4-diazepan-1-yl)-2-[(methylsulfonyl)amino]phenyl}-2-methylbenzenesul-fonamide hydrochloride). As a reaction SMILES: [NH2:1][C:2]1[CH:7]=[CH:6][C:5]([N:8]2[CH2:14][CH2:13][CH2:12][N:11](C(OC(C)(C)C)=O)[CH2:10][CH2:9]2)=[CH:4][C:3]=1[NH:22][S:23]([CH3:26])(=[O:25])=[O:24].[C:27]1([CH3:37])[C:28]([S:33]([Cl:36])(=[O:35])=[O:34])=[CH:29][CH:30]=[CH:31][CH:32]=1>>[ClH:36].[N:8]1([C:5]2[CH:6]=[CH:7][C:2]([NH:1][S:33]([C:28]3[CH:29]=[CH:30][CH:31]=[CH:32][C:27]=3[CH3:37])(=[O:35])=[O:34])=[C:3]([NH:22][S:23]([CH3:26])(=[O:24])=[O:25])[CH:4]=2)[CH2:14][CH2:13][CH2:12][NH:11][CH2:10][CH2:9]1 |f:2.3|. Procedure details: The compound was synthesized from N-{2-amino-5-(4-t-butyloxycarbonyl-1,4-diazepan-1-yl)-phenyl}methanesulfonamide and o-toluenesulfonylchloride (87 mg, 0.455 mmol) to give before Boc-deprotection 175 mg of a purple solid. M+1 439.2 Calcd 438.14. The reactants are O=[N+]([O-])c1cc(F)c(Oc2ccncc2Br)cc1F, CCO, O, O, Cl[Sn]Cl. Product: Nc1cc(F)c(Oc2ccncc2Br)cc1F. As a reaction SMILES: [Br:1][c:2]1[cH:3][n:4][cH:5][cH:6][c:7]1[O:8][c:9]1[c:10]([F:19])[cH:11][c:12]([N+:16]([O-:17])=[O:18])[c:13]([F:15])[cH:14]1.[CH3:25][CH2:26][OH:27].[OH2:20].[OH2:21].[Sn:22]([Cl:23])[Cl:24]>>[Br:1][c:2]1[cH:3][n:4][cH:5][cH:6][c:7]1[O:8][c:9]1[c:10]([F:19])[cH:11][c:12]([NH2:16])[c:13]([F:15])[cH:14]1. Starting materials: CCC1(O)CC(=O)OCc2c1cc1n(c2=O)Cc2cc3c(F)cc(F)cc3nc2-1, CC(C)CCC=O. Yields the product CCC1(O)CC(=O)OCc2c1cc1n(c2=O)Cc2c-1nc1cc(F)cc(F)c1c2CCC(C)C. As a reaction SMILES: [CH2:1]([CH3:2])[C:3]1([OH:29])[CH2:4][C:5](=[O:28])[O:6][CH2:7][c:8]2[c:9](=[O:27])[n:10]3[c:24]([cH:25][c:26]21)-[c:13]1[c:12]([cH:21][c:20]2[c:15]([n:14]1)[cH:16][c:17]([F:23])[cH:18][c:19]2[F:22])[CH2:11]3.[CH3:30][CH:31]([CH3:32])[CH2:33][CH2:34][CH:35]=[O:36]>>[CH2:1]([CH3:2])[C:3]1([OH:29])[CH2:4][C:5](=[O:28])[O:6][CH2:7][c:8]2[c:9](=[O:27])[n:10]3[c:24]([cH:25][c:26]21)-[c:13]1[c:12]([c:21]([CH2:34][CH2:33][CH:31]([CH3:30])[CH3:32])[c:20]2[c:15]([n:14]1)[cH:16][c:17]([F:23])[cH:18][c:19]2[F:22])[CH2:11]3. Starting materials: CN1C(=NC=C1)SC1=C(C=C(C=C1)N)Cl (4-amino-2-chlorophenyl 1-methylimidazol-2-yl sulphide), Cl.ClC1=NC=NC2=CC(=C(C=C12)OC)OC (4-chloro-6,7-dimethoxyquinazoline hydrochloride). Product: Cl.Cl.ClC=1C=C(NC2=NC=NC3=CC(=C(C=C23)OC)OC)C=CC1SC=1N(C=CN1)C (4-[3-chloro-4-(1-methylimidazol-2-ylthio)anilino]-6,7-dimethoxyquinazoline dihydrochloride salt). Isolated yield 71.0%. As a reaction SMILES: [CH3:1][N:2]1[CH:6]=[CH:5][N:4]=[C:3]1[S:7][C:8]1[CH:13]=[CH:12][C:11]([NH2:14])=[CH:10][C:9]=1[Cl:15].Cl.[Cl:17][C:18]1[C:27]2[C:22](=[CH:23][C:24]([O:30][CH3:31])=[C:25]([O:28][CH3:29])[CH:26]=2)[N:21]=[CH:20][N:19]=1>>[ClH:15].[ClH:17].[Cl:15][C:9]1[CH:10]=[C:11]([CH:12]=[CH:13][C:8]=1[S:7][C:3]1[N:2]([CH3:1])[CH:6]=[CH:5][N:4]=1)[NH:14][C:18]1[C:27]2[C:22](=[CH:23][C:24]([O:30][CH3:31])=[C:25]([O:28][CH3:29])[CH:26]=2)[N:21]=[CH:20][N:19]=1 |f:1.2,3.4.5|. Procedure: Using an analogous procedure to that described in Example 1 except that the reaction mixture was heated to reflux for 16 hours, 4-amino-2-chlorophenyl 1-methylimidazol-2-yl sulphide was reacted with 4-chloro-6,7-dimethoxyquinazoline hydrochloride to give 4-[3-chloro-4-(1-methylimidazol-2-ylthio)anilino]-6,7-dimethoxyquinazoline dihydrochloride salt in 71% yield, m.p. 244°-246° C.;